From a dataset of the Open Reaction Database (ORD), a public repository of structured organic reaction records. describe an organic reaction: reactants, conditions, products, and yield Starting materials: CC1=NC(=CC=C1CO)C(F)(F)F ((2-methyl-6-(trifluoromethyl)pyridin-3-yl)methanol), O=S(Cl)Cl (SOCl2), CN(C)C=O (DMF). Run in C(Cl)Cl (CH2Cl2). Reaction conditions: time 16 hour. The product is ClCC=1C(=NC(=CC1)C(F)(F)F)C (3-(chloromethyl)-2-methyl-6-(trifluoromethyl)pyridine). The yield is 92.1%. As a reaction SMILES: [CH3:1][C:2]1[C:7]([CH2:8]O)=[CH:6][CH:5]=[C:4]([C:10]([F:13])([F:12])[F:11])[N:3]=1.O=S(Cl)[Cl:16].CN(C=O)C>C(Cl)Cl>[Cl:16][CH2:8][C:7]1[C:2]([CH3:1])=[N:3][C:4]([C:10]([F:13])([F:12])[F:11])=[CH:5][CH:6]=1. Reported procedure: To a solution of (2-methyl-6-(trifluoromethyl)pyridin-3-yl)methanol (14.5 g, 71 mmol) in 100 mL CH2Cl2 at room temperature under argon was added SOCl2 (16.8 g, 142 mmol), followed by about 1.5 mL DMF, which was added to re-dissolve the rapidly formed, precipitating hydrochloride salt of the starting material. The resulting reaction mixture was stirred for 16 h. HPLC/MS analysis indicated that the reaction was complete. Solvent was evaporated under vacuum. The resulting residue was dissolved in 2... The reactants are COC(=O)N[C@@H](C(C1=CC=CC=C1)C1=CC=CC=C1)C(=O)NCCC(C[C@H](NS(=O)(=O)C1=CC=C(C=C1)[N+](=O)[O-])C(=O)OCC)(F)F (ethyl N6-[N-(methoxycarbonyl)-β-phenyl-L-phenylalanyl]-4,4-difluoro-N2-[(4-nitrophenyl)sulfonyl]-L-lysinate), CC(C)O (2-propanol), N(=NC(=O)OC(C)C)C(=O)OC(C)C (diisopropyl azodicarboxylate), N(=NC(=O)OC(C)C)C(=O)OC(C)C (diisopropyl azodicarboxylate), CC(C)O (2-propanol), C1=CC=C(C=C1)P(C2=CC=CC=C2)C3=CC=CC=C3 (Ph3P), C1=CC=C(C=C1)P(C2=CC=CC=C2)C3=CC=CC=C3 (Ph3P). Run in C1CCOC1 (THF). Conditions: time 8 hour. Yields the product COC(=O)N[C@@H](C(C1=CC=CC=C1)C1=CC=CC=C1)C(=O)NCCC(C[C@H](N(C(C)C)S(=O)(=O)C1=CC=C(C=C1)[N+](=O)[O-])C(=O)OCC)(F)F (ethyl N6-[N-(methoxycarbonyl)-β-phenyl-L-phenylalanyl]-4,4-difluoro-N2-[(4-nitrophenyl)sulfonyl]-N2-propan-2-yl-L-lysinate). Yield: 50.8%. Reaction SMILES: [CH3:1][O:2][C:3]([NH:5][C@H:6]([C:20]([NH:22][CH2:23][CH2:24][C:25]([F:47])([F:46])[CH2:26][C@@H:27]([C:41]([O:43][CH2:44][CH3:45])=[O:42])[NH:28][S:29]([C:32]1[CH:37]=[CH:36][C:35]([N+:38]([O-:40])=[O:39])=[CH:34][CH:33]=1)(=[O:31])=[O:30])=[O:21])[CH:7]([C:14]1[CH:19]=[CH:18][CH:17]=[CH:16][CH:15]=1)[C:8]1[CH:13]=[CH:12][CH:11]=[CH:10][CH:9]=1)=[O:4].[CH3:48][CH:49](O)[CH3:50].C1C=CC(P(C2C=CC=CC=2)C2C=CC=CC=2)=CC=1.N(C(OC(C)C)=O)=NC(OC(C)C)=O>C1COCC1>[CH3:1][O:2][C:3]([NH:5][C@H:6]([C:20]([NH:22][CH2:23][CH2:24][C:25]([F:47])([F:46])[CH2:26][C@@H:27]([C:41]([O:43][CH2:44][CH3:45])=[O:42])[N:28]([S:29]([C:32]1[CH:37]=[CH:36][C:35]([N+:38]([O-:40])=[O:39])=[CH:34][CH:33]=1)(=[O:30])=[O:31])[CH:49]([CH3:50])[CH3:48])=[O:21])[CH:7]([C:14]1[CH:19]=[CH:18][CH:17]=[CH:16][CH:15]=1)[C:8]1[CH:9]=[CH:10][CH:11]=[CH:12][CH:13]=1)=[O:4]. Procedure details: To a solution of the material from Step 9 (150 mg, 0.222 mmol), 2-propanol (0.034 mL, 0.443 mmol) and Ph3P (116 mg, 0.443 mmol) in THF (1 mL) at 0° C. was slowly added diisopropyl azodicarboxylate (0.086 mL, 0.443 mmol). The reaction mixture was stirred at room temperature overnight. LCMS showed about 50% conversion, more 2-propanol (0.034 mL, 0.443 mmol), Ph3P (116 mg, 0.443 mmol) and diisopropyl azodicarboxylate (0.086 mL, 0.443 mmol) were added, stirred for 8 hours, LCMS showed no progress. I...